Dataset: the Open Reaction Database (ORD), a public repository of structured organic reaction records. Task: describe an organic reaction: reactants, conditions, products, and yield Starting materials: CS(=O)(=O)OCCC=1OC2=C(C1)C=C(C=C2)C2=NC=C(C=C2)C(=O)N2CCOCC2 (2-{5-[5-(4-morpholinylcarbonyl)-2-pyridinyl]-1-benzofuran-2-yl}ethyl methanesulfonate), C(C(C)C)NC (isobutyl(methyl)amine). Yields the product C(C(C)C)N(CCC=1OC2=C(C1)C=C(C=C2)C2=NC=C(C=C2)C(=O)N2CCOCC2)C (N-isobutyl-N-methyl-N-(2-{5-[5-(4-morpholinylcarbonyl)-2-pyridinyl]-1-benzofuran-2-yl}ethyl)amine). Reaction SMILES: CS(O[CH2:6][CH2:7][C:8]1[O:9][C:10]2[CH:16]=[CH:15][C:14]([C:17]3[CH:22]=[CH:21][C:20]([C:23]([N:25]4[CH2:30][CH2:29][O:28][CH2:27][CH2:26]4)=[O:24])=[CH:19][N:18]=3)=[CH:13][C:11]=2[CH:12]=1)(=O)=O.[CH2:31]([NH:35][CH3:36])[CH:32]([CH3:34])[CH3:33]>>[CH2:31]([N:35]([CH3:36])[CH2:6][CH2:7][C:8]1[O:9][C:10]2[CH:16]=[CH:15][C:14]([C:17]3[CH:22]=[CH:21][C:20]([C:23]([N:25]4[CH2:30][CH2:29][O:28][CH2:27][CH2:26]4)=[O:24])=[CH:19][N:18]=3)=[CH:13][C:11]=2[CH:12]=1)[CH:32]([CH3:34])[CH3:33]. Reported procedure: The product from Example 44E and isobutyl(methyl)amine were processed as described in Example 1D to provide the titled compound. 1H NMR (300 MHz, CD3OD) δ 8.70 (m, 1H), 8.23 (d, J=1.8 Hz, 1H), 7.98 (m, 3H), 7.59 (d, J=8.7 Hz, 1H), 6.85 (s, 1H), 3.0-3.8 (m, 14H), 2.98 (s, 3H), 2.2 (m, 1H), 1.09 (d, J=6.6 Hz, 6H); MS (DCI) m/z 422 (M+H)+; RXN SMILES: [CH3:46][OH:47].[Cl:1][c:2]1[cH:3][cH:4][c:5]([O:33][C:34]([CH2:35][CH3:36])([C:37](=[O:38])[O:39][CH3:40])[CH2:41][CH3:42])[c:6]([CH:8]2[CH2:9][C:10](=[O:32])[NH:11][CH:12]([c:24]3[c:25]([CH3:31])[cH:26][cH:27][c:28]([Cl:30])[cH:29]3)[C:13]23[C:14](=[O:23])[NH:15][c:16]2[cH:17][c:18]([Cl:22])[cH:19][cH:20][c:21]23)[cH:7]1.[Li+:44].[OH-:43].[OH2:45]>>[Cl:1][c:2]1[cH:3][cH:4][c:5]([O:33][C:34]([CH2:35][CH3:36])([C:37](=[O:38])[OH:39])[CH2:41][CH3:42])[c:6]([CH:8]2[CH2:9][C:10](=[O:32])[NH:11][CH:12]([c:24]3[c:25]([CH3:31])[cH:26][cH:27][c:28]([Cl:30])[cH:29]3)[C:13]23[C:14](=[O:23])[NH:15][c:16]2[cH:17][c:18]([Cl:22])[cH:19][cH:20][c:21]23)[cH:7]1. Yields the product CCC(CC)(Oc1ccc(Cl)cc1C1CC(=O)NC(c2cc(Cl)ccc2C)C12C(=O)Nc1cc(Cl)ccc12)C(=O)O. Reactants: CO, CCC(CC)(Oc1ccc(Cl)cc1C1CC(=O)NC(c2cc(Cl)ccc2C)C12C(=O)Nc1cc(Cl)ccc12)C(=O)OC, [Li+], [OH-], O. Reactants: COC(CCC1=CC(=CC=C1)CNCC1=CC=C(C=C1)C1=NC=CN=C1)=O (3-{3-[(4-pyrazin-2-yl-benzylamino)-methyl]-phenyl}-propionic acid methyl ester), C1(=CC=CC=C1)S(=O)(=O)Cl (benzenesulfonyl chloride). Solvent: C(C)N(CC)CC (triethylamine). Yields the product COC(CCC1=CC(=CC=C1)CN(CC1=CC=C(C=C1)C1=NC=CN=C1)S(=O)(=O)C1=CC=CC=C1)=O (3-(3-{[Benzenesulfonyl-(4-pyrazin-2-yl-benzyl)-amino]-methyl}-phenyl)-propionic acid methyl ester). RXN SMILES: [CH3:1][O:2][C:3](=[O:27])[CH2:4][CH2:5][C:6]1[CH:11]=[CH:10][CH:9]=[C:8]([CH2:12][NH:13][CH2:14][C:15]2[CH:20]=[CH:19][C:18]([C:21]3[CH:26]=[N:25][CH:24]=[CH:23][N:22]=3)=[CH:17][CH:16]=2)[CH:7]=1.[C:28]1([S:34](Cl)(=[O:36])=[O:35])[CH:33]=[CH:32][CH:31]=[CH:30][CH:29]=1>C(N(CC)CC)C>[CH3:1][O:2][C:3](=[O:27])[CH2:4][CH2:5][C:6]1[CH:11]=[CH:10][CH:9]=[C:8]([CH2:12][N:13]([S:34]([C:28]2[CH:33]=[CH:32][CH:31]=[CH:30][CH:29]=2)(=[O:36])=[O:35])[CH2:14][C:15]2[CH:20]=[CH:19][C:18]([C:21]3[CH:26]=[N:25][CH:24]=[CH:23][N:22]=3)=[CH:17][CH:16]=2)[CH:7]=1. Reported procedure: The title compound of Step B was prepared from 3-{3-[(4-pyrazin-2-yl-benzylamino)-methyl]-phenyl}-propionic acid methyl ester, of Step A, and benzenesulfonyl chloride following the method described in Example 1, Step B using triethylamine in place of N,N-diisopropylethylamine. 1H NMR (400 MHz, CDCl3) δ 8.98 (s, 1H), 8.60 (m, 1H), 8.50 (d, 1H), 7.87 (m, 4H), 7.63 (m, 1H), 7.56 (m, 2H), 7.17 (d, 2H), 7.12 (m, 1H), 7.02 (d, 1H), 6.87 (d, 1H), 6.78 (s, 1H), 4.37 (s, 2H), 4.32 (s, 2H), 3.64 (s, 3H), ... The reactants are F[B-](F)(F)F, [C-]#N, COC(=O)c1ccc(Cc2cccc3ccc([N+]#N)cc23)c(OC)c1, CCOC(C)=O, CN(C)C=O, N#C[Na], O. The product is COC(=O)c1ccc(Cc2cccc3ccc(C#N)cc23)c(OC)c1. Reaction SMILES: [B-:6]([F:7])([F:8])([F:9])[F:10].[C-:1]#[N:2].[CH3:11][O:12][C:13](=[O:14])[c:15]1[cH:16][c:17]([O:34][CH3:35])[c:18]([CH2:21][c:22]2[cH:23][cH:24][cH:25][c:26]3[cH:27][cH:28][c:29]([N+:32]#[N:33])[cH:30][c:31]23)[cH:19][cH:20]1.[CH3:36][CH2:37][O:38][C:39](=[O:40])[CH3:41].[CH3:42][N:43]([CH3:44])[CH:45]=[O:46].[Na:3][C:4]#[N:5].[OH2:47]>>[C:4](#[N:5])[c:29]1[cH:28][cH:27][c:26]2[cH:25][cH:24][cH:23][c:22]([CH2:21][c:18]3[c:17]([O:34][CH3:35])[cH:16][c:15]([C:13]([O:12][CH3:11])=[O:14])[cH:20][cH:19]3)[c:31]2[cH:30]1. Reactants: BrC=1C=CC(=C(C1)NN)SCCCCl (1-{5-Bromo-2-[(3-chloropropyl)sulfanyl]phenyl}hydrazine), O.N1CCC(CC1)=O (4-piperidone monohydrate), Cl (HCl). The solvent is CCO (EtOH). Product: BrC=1C=2C3=C(NC2C(=CC1)SCCCCl)CCNC3 (9-bromo-6-[(3-chloropropyl)sulfanyl]-2,3,4,5-tetrahydro-1H-pyrido[4,3-b]indole). Isolated yield 58.0%. Reaction SMILES: [Br:1][C:2]1[CH:3]=[CH:4][C:5]([S:10][CH2:11][CH2:12][CH2:13][Cl:14])=[C:6]([NH:8]N)[CH:7]=1.O.[NH:16]1[CH2:21][CH2:20][C:19](=O)[CH2:18][CH2:17]1.Cl>CCO>[Br:1][C:2]1[C:7]2[C:18]3[CH2:17][NH:16][CH2:21][CH2:20][C:19]=3[NH:8][C:6]=2[C:5]([S:10][CH2:11][CH2:12][CH2:13][Cl:14])=[CH:4][CH:3]=1 |f:1.2|. Reported procedure: 1-{5-Bromo-2-[(3-chloropropyl)sulfanyl]phenyl}hydrazine hydrochloroide (784 mg, 2.4 mmol) and 4-piperidone monohydrate.HCl (398 mg, 2.6) were dissolved in EtOH (5mL). Conc. Hcl (0.2 mL, 2.4 mmol) were added. The reaction was refluxed for 18 hrs and then cooled to rt. The ppt was collected by filtration and the residue was washed with EtOH (3mL). 9-bromo-6-[(3-chloropropyl)sulfanyl]-2,3,4,5-tetrahydro-1H-pyrido[4,3-b]indole hydrochloroide (500.4 mg, 58%) was isolated as a white powder. 1H NMR (CD... Starting materials: ClC1=C(C=CC=C1Cl)C1CC(C=2C(=CC=NC2C1)C)=O (7-(2,3-dichlorophenyl)-4-methyl-5,6,7,8-tetrahydroquinolin-5-one), C1(=CC=C(C=C1)S(=O)(=O)O)C.NNC(=N)NO (1-amino-3-hydroxyguanidine p-toluenesulfonate), Cl (hydrochloric acid). Run in C(C)O (ethanol). Run at temperature 85 celsius, time 2 hour. Product: Cl.ClC1=C(C=CC=C1Cl)C1CC(C=2C(=CC=NC2C1)C)=NNC(NO)=N (7-(2,3-dichlorophenyl)-5-(1-hydroxyguanidin-3-yl)imino-4-methyl-5,6,7,8-tetrahydroquinoline hydrochloride). Yield: 188.2%. RXN SMILES: [Cl:1][C:2]1[C:7]([Cl:8])=[CH:6][CH:5]=[CH:4][C:3]=1[CH:9]1[CH2:18][C:17]2[N:16]=[CH:15][CH:14]=[C:13]([CH3:19])[C:12]=2[C:11](=O)[CH2:10]1.C1(C)C=CC(S(O)(=O)=O)=CC=1.[NH2:32][NH:33][C:34]([NH:36][OH:37])=[NH:35].Cl>C(O)C>[ClH:1].[Cl:1][C:2]1[C:7]([Cl:8])=[CH:6][CH:5]=[CH:4][C:3]=1[CH:9]1[CH2:18][C:17]2[N:16]=[CH:15][CH:14]=[C:13]([CH3:19])[C:12]=2[C:11](=[N:32][NH:33][C:34](=[NH:35])[NH:36][OH:37])[CH2:10]1 |f:1.2,5.6|. Reported procedure: A mixture of 7-(2,3-dichlorophenyl)-4-methyl-5,6,7,8-tetrahydroquinolin-5-one (306 mg), 1-amino-3-hydroxyguanidine p-toluenesulfonate (320 mg) and concentrated hydrochloric acid (0.2 ml) in ethanol (6 ml) was stirred at 85° C. (bath temperature) for 2 hours and 30 minutes. The reaction solution was concentrated under reduced pressure, and to the residue were added ethyl acetate (30 ml), tetrahydrofuran (20 ml) and 0.2 N sodium hydroxide (25 ml). The mixture was shaken, and the separated upper la... The reactants are C(=O)C1=CC=C(C=C1)C1=CC=CC=C1 (4-formylbiphenyl), [H][H] (hydrogen). The solvent is C1=CC=CC=C1 (benzene). Product: CC1=CC=C(C=C1)C1=CC=CC=C1 (4-methylbiphenyl). Reaction SMILES: [CH:1]([C:3]1[CH:8]=[CH:7][C:6]([C:9]2[CH:14]=[CH:13][CH:12]=[CH:11][CH:10]=2)=[CH:5][CH:4]=1)=O.[H][H]>C1C=CC=CC=1>[CH3:1][C:3]1[CH:8]=[CH:7][C:6]([C:9]2[CH:10]=[CH:11][CH:12]=[CH:13][CH:14]=2)=[CH:5][CH:4]=1. Procedure: 5 g/hr of the solution dissolved 10% by weight of 4-formylbiphenyl in a benzene was continuously fed in the hydrogenation reactor, while keep the hydrogen pressure under 10 atm and the reaction temperature at 130° C. Product water was removed from the reaction product solution by phase separation and then benzene was distilled off to obtain 4-methylbiphenyl. The conversion of 4-formylbiphenyl was 99.3% and the selectivity to 4-methylbiphenyl was 99.0% by mole. A small amount of 4-biphenylmethano... Reactants: CC=1C(=CC=2C(CCC(C2C1)(C)C)(C)C)C#C ((5,6,7,8-tetrahydro-3,5,5,8,8-pentamethylnaphthalen-2-yl)acetylene), carboxylic acid ethyl ester, CC=1C(=CC=2C(CCC(C2C1)(C)C)(C)C)/C(=C/C=1N=CN(C1)S(N(C)C)(=O)=O)/C ((E)-4-[2-(5,6,7,8-tetrahydro-3,5,5,8,8-pentamethylnaphthalen-2-yl)propen-1-yl]-1-(N,N-dimethylsulfamoyl)imidazole), ClC(=O)OCC (ethyl chloroformate), C(CCC)[Li] (n-butyl lithium), CN(S(=O)(=O)N1C=NC(=C1)I)C (1-(N,N-dimethylsulfamoyl)-4-iodoimidazole), CC=1C(=CC=2C(CCC(C2C1)(C)C)(C)C)/C(=C/C=1N=CN(C1)S(N(C)C)(=O)=O)/C ((E)-4-[2-(5,6,7,8-tetrahydro-3,5,5,8,8-pentamethylnaphthalen-2-yl)propen-1-yl]-1-(N,N-dimethylsulfamoyl)imidazole), CC=1C(=CC=2C(CCC(C2C1)(C)C)(C)C)/C(=C/C=1N=CN(C1)S(N(C)C)(=O)=O)/C ((E)-4-[2-(5,6,7,8-tetrahydro-3,5,5,8,8-pentamethylnaphthalen-2-yl)propen-1-yl]-1-(N,N-dimethylsulfamoyl)imidazole). The product is CC=1C(=CC=2C(CCC(C2C1)(C)C)(C)C)/C(=C/C=1N=C(N(C1)S(N(C)C)(=O)=O)C(=O)OCC)/C (ethyl (E)-4-[2-(5,6,7,8-tetrahydro- 3,5,5,8,8-pentamethylnaphthalen-2-yl)propen-1-yl]-1-(N,N-dimethylsulfamoyl)-2-imidazolecarboxylate). RXN SMILES: CC1C(C#C)=CC2C(C)(C)CCC(C)(C)C=2C=1.CN(C)S(N1C=C(I)N=C1)(=O)=O.[CH3:30][C:31]1[C:32](/[C:45](/[CH3:58])=[CH:46]/[C:47]2[N:48]=[CH:49][N:50]([S:52](=[O:57])(=[O:56])[N:53]([CH3:55])[CH3:54])[CH:51]=2)=[CH:33][C:34]2[C:35]([CH3:44])([CH3:43])[CH2:36][CH2:37][C:38]([CH3:42])([CH3:41])[C:39]=2[CH:40]=1.C([Li])CCC.Cl[C:65]([O:67][CH2:68][CH3:69])=[O:66]>>[CH3:30][C:31]1[C:32](/[C:45](/[CH3:58])=[CH:46]/[C:47]2[N:48]=[C:49]([C:65]([O:67][CH2:68][CH3:69])=[O:66])[N:50]([S:52](=[O:56])(=[O:57])[N:53]([CH3:55])[CH3:54])[CH:51]=2)=[CH:33][C:34]2[C:35]([CH3:44])([CH3:43])[CH2:36][CH2:37][C:38]([CH3:41])([CH3:42])[C:39]=2[CH:40]=1. Reported procedure: It should be noted in connection with Reaction Schemes 1, 2 and 3 that in all of these reaction schemes heterocycle derivatives corresponding respectively to Formula 7, 11 and 15 can be employed where in the A-B' substituent A is (CH2)n, n is 0, and B' is hydrogen. A carboxylic acid group is then introduced into the molecule, after coupling with the tetrahydronaphthalene moiety, by reaction with strong base (such as n-butyl lithium) and carbon dioxide or ethyl chloroformate. Reaction Scheme 4 il... Starting materials: [Zr] (zirconium), C(CC)O (n-propanol), C1C(C)O1 (propylene oxide). Run in C(C)N(CC)CC (triethylamine). Yields the product [O-]CCC.[Zr+4].[O-]CCC.[O-]CCC.[O-]CCC (zirconium propoxide). As a reaction SMILES: [Zr:1].[CH2:2]([OH:5])[CH2:3][CH3:4].[CH2:6]1[O:9][CH:7]1[CH3:8]>C(N(CC)CC)C>[O-:5][CH2:2][CH2:3][CH3:4].[Zr+4:1].[O-:9][CH2:6][CH2:7][CH3:8].[O-:5][CH2:2][CH2:3][CH3:4].[O-:5][CH2:2][CH2:3][CH3:4] |f:4.5.6.7.8|. Reported procedure: European Patent No. 369,979 (1989) discloses a way of making fine spherical powders of amorphous hydrated zirconium oxide. In the given example, a process was described in which zirconium oxychloride octahydrate (ZrOCl2.8H2O) was dissolved in 2-methoxyethanol at 60° C. and it was claimed that water was removed as an azeotropic mixture of water and 2-methoxyethanol to produce an essentially anhydrous zirconium salt. It was further claimed that to this zirconium salt was added n-propanol followed ... As a reaction SMILES: [CH3:26][c:27]1[cH:28][cH:29][cH:30][cH:31][cH:32]1.[Cl:1][c:2]1[cH:3][cH:4][c:5]([CH2:6][C:7]#[N:8])[cH:9][cH:10]1.[F:11][C:12]([c:13]1[c:14]([C:15](=[O:16])[O:17][CH2:18][CH3:19])[cH:20][cH:21][cH:22][cH:23]1)([F:24])[F:25]>>[Cl:1][c:2]1[cH:3][cH:4][c:5]([C:6]([C:7]#[N:8])=[C:15]([c:14]2[c:13]([C:12]([F:11])([F:24])[F:25])[cH:23][cH:22][cH:21][cH:20]2)[OH:16])[cH:9][cH:10]1. Product: N#CC(=C(O)c1ccccc1C(F)(F)F)c1ccc(Cl)cc1. The reactants are Cc1ccccc1, N#CCc1ccc(Cl)cc1, CCOC(=O)c1ccccc1C(F)(F)F.